This data is from the Open Reaction Database (ORD), a public repository of structured organic reaction records. The task is: describe an organic reaction: reactants, conditions, products, and yield Reactants: C(#N)CC1=CC(=CC(=C1)F)CC#N (1,3-biscyanomethyl-5-fluorobenzene), Cl.NC1=C(C(=CC(=C1F)F)F)S (2-amino-3,4,6-trifluorothiophenol hydrochloride). Yields the product FC1=C(C=C(C2=C1N=C(S2)CC=2C=C(C=C(C2)F)CC#N)F)F (3-[(4,5,7-trifluorobenzothiazol-2-yl)methyl]-5-fluorophenylacetonitrile). Isolated yield 28.1%. RXN SMILES: [C:1]([CH2:3][C:4]1[CH:9]=[C:8]([F:10])[CH:7]=[C:6]([CH2:11][C:12]#[N:13])[CH:5]=1)#[N:2].Cl.N[C:16]1[C:21]([F:22])=[C:20]([F:23])[CH:19]=[C:18]([F:24])[C:17]=1[SH:25]>>[F:22][C:21]1[C:16]2[N:2]=[C:1]([CH2:3][C:4]3[CH:5]=[C:6]([CH2:11][C:12]#[N:13])[CH:7]=[C:8]([F:10])[CH:9]=3)[S:25][C:17]=2[C:18]([F:24])=[CH:19][C:20]=1[F:23] |f:1.2|. Reported procedure: The procedure of Example 22-i) was repeated using 1,3-biscyanomethyl-5-fluorobenzene (1.6 g, 9.2 mmol) and 2-amino-3,4,6-trifluorothiophenol hydrochloride (1.98 g, 9.2 mmol) and the resultant product was crystallized from isopropyl ether to give 3-[(4,5,7-trifluorobenzothiazol-2-yl)methyl]-5-fluorophenylacetonitrile (868 mg, 28%) as a colorless powder. Reactants: CN(\C=C(\C(=O)C1=CN=C(N1C(C)C)C)/F)C ((2Z)-3-(dimethylamino)-2-fluoro-1-(1-isopropyl-2-methyl-1H-imidazol-5-yl)prop-2-en-1-one), S(=O)(=O)(C)N1CCN(CC1)C1=CC=C(NC2=NC=C(C(=N2)C2=CN=C(N2C(C)C)C)Cl)C=C1 (2-[4-(4-Mesylpiperazin-1-yl)anilino]-4-(1-isopropyl-2-methyl-1H-imidazol-5-yl)-5-chloropyrimidine), COCCO (2-methoxyethanol). The product is C(C)(=O)N1CCN(CC1)C1=CC=C(NC2=NC=C(C(=N2)C2=CN=C(N2C(C)C)C)F)C=C1 (2-{4-[4-(Acetyl)piperazin-1-yl]anilino}-4-(1-isopropyl-2-methyl-1H-imidazol-5-yl)-5-fluoropyrimidine). As a reaction SMILES: CN(C)/C=C(\[F:16])/C(C1N(C(C)C)C(C)=NC=1)=O.S([N:22]1[CH2:27][CH2:26][N:25]([C:28]2[CH:50]=[CH:49][C:31]([NH:32][C:33]3[N:38]=[C:37]([C:39]4[N:43]([CH:44]([CH3:46])[CH3:45])[C:42]([CH3:47])=[N:41][CH:40]=4)[C:36](Cl)=[CH:35][N:34]=3)=[CH:30][CH:29]=2)[CH2:24][CH2:23]1)(C)(=O)=O.C[O:52][CH2:53][CH2:54]O>>[C:53]([N:22]1[CH2:23][CH2:24][N:25]([C:28]2[CH:50]=[CH:49][C:31]([NH:32][C:33]3[N:38]=[C:37]([C:39]4[N:43]([CH:44]([CH3:46])[CH3:45])[C:42]([CH3:47])=[N:41][CH:40]=4)[C:36]([F:16])=[CH:35][N:34]=3)=[CH:30][CH:29]=2)[CH2:26][CH2:27]1)(=[O:52])[CH3:54]. Procedure: A solution of (2Z)-3-(dimethylamino)-2-fluoro-1-(1-isopropyl-2-methyl-1H-imidazol-5-yl)prop-2-en-1-one (Method 14; 6.0 g, 25 mmol) and N-[4-(4-acetylpiperazin-1-yl)phenyl]guanidine bicarbonate salt (Method 2; 12.12 g, 37.5 mmol) in 2-methoxyethanol (90 ml) was heated under reflux for 18 hrs. The reaction mixture was evaporated under reduced pressure and the title compound was isolated by MPLC on silica gel (3% MeOH/DCM). It was obtained as a crisp foam on evaporation. Yield=8.9 g (81%). NMR: 1.3... The reactants are CC(C)([O-])C.[K+] (potassium t-butoxide), O1CCCC1 (tetrahydrofuran), C(C)OC(C)=O.CCCCCC (ethylacetate n-hexane), O (water), compound, S(=O)(=O)(C1=CC=C(C)C=C1)C[N+]#[C-] (tosylmethylisocyanide), O1CCCC1 (tetrahydrofuran). Yields the product C1(=CC=CC2=CC=CC=C12)C=1C(=CNC1)C(=O)OCC (ethyl 4-(naphthalen-1-yl)-1H-pyrrole-3-carboxylate). The yield is 77.0%. As a reaction SMILES: S([CH2:11][N+:12]#[C-:13])(C1C=CC(C)=CC=1)(=O)=O.[CH3:14][C:15]([CH3:18])([O-])[CH3:16].[K+].O.[CH2:21]([O:23][C:24](=[O:26])[CH3:25])[CH3:22].[CH3:27][CH2:28][CH2:29][CH2:30][CH2:31][CH3:32].O1CCC[CH2:34]1>>[C:15]1([C:18]2[C:25]([C:24]([O:23][CH2:21][CH3:22])=[O:26])=[CH:11][NH:12][CH:13]=2)[C:16]2[C:29](=[CH:30][CH:31]=[CH:32][CH:34]=2)[CH:28]=[CH:27][CH:14]=1 |f:1.2,4.5|. Procedure: 5 g(18.9 mmol) of the compound prepared in Preparation 1-1) and 3.68 g(18.9 mmol) of tosylmethylisocyanide were dissolved in 100 ml of tetrahydrofuran. 2.55 g(22.7 mmol) of potassium t-butoxide dissolved in 100 ml of tetrahydrofuran was slowly added thereto and the resulting mixture was refluxed for 30 minutes. 100 ml of water was added to the reaction solution to stop the reaction and the solvent was removed under reduced pressure. The residue was extracted with diethylether, washed with satura... The reactants are CC(C)CCON=O, C1CCOC1, Nc1ccnc(-c2nnn(Cc3cc(C(F)(F)F)cc(C(F)(F)F)c3)c2-c2ccccc2)c1C(=O)c1ccccc1Cl. Yields the product O=C(c1ccccc1Cl)c1cccnc1-c1nnn(Cc2cc(C(F)(F)F)cc(C(F)(F)F)c2)c1-c1ccccc1. As a reaction SMILES: [CH2:43]([O:44][N:45]=[O:46])[CH2:47][CH:48]([CH3:49])[CH3:50].[CH2:51]1[O:52][CH2:53][CH2:54][CH2:55]1.[NH2:1][c:2]1[c:3]([C:34](=[O:35])[c:36]2[c:37]([Cl:42])[cH:38][cH:39][cH:40][cH:41]2)[c:4](-[c:8]2[n:9][n:10][n:11]([CH2:19][c:20]3[cH:21][c:22]([C:30]([F:31])([F:32])[F:33])[cH:23][c:24]([C:26]([F:27])([F:28])[F:29])[cH:25]3)[c:12]2-[c:13]2[cH:14][cH:15][cH:16][cH:17][cH:18]2)[n:5][cH:6][cH:7]1>>[cH:2]1[c:3]([C:34](=[O:35])[c:36]2[c:37]([Cl:42])[cH:38][cH:39][cH:40][cH:41]2)[c:4](-[c:8]2[n:9][n:10][n:11]([CH2:19][c:20]3[cH:21][c:22]([C:30]([F:31])([F:32])[F:33])[cH:23][c:24]([C:26]([F:27])([F:28])[F:29])[cH:25]3)[c:12]2-[c:13]2[cH:14][cH:15][cH:16][cH:17][cH:18]2)[n:5][cH:6][cH:7]1.